Task: describe an organic reaction: reactants, conditions, products, and yield. Dataset: the Open Reaction Database (ORD), a public repository of structured organic reaction records Starting materials: C1(=CC=CC=C1)C(C1=CC=CC=C1)(C1=CC=CC=C1)Cl (triphenylmethyl chloride), O (water), CN(C)C (trimethylamine), C(C)(=O)OC1=CC=C(CC2C(NC(S2)=O)=O)C=C1 (5-(4-acetoxybenzyl)thiazolidine-2,4-dione). Run in C(Cl)Cl (methylene chloride), C(C)(=O)OCC (ethyl acetate), C(Cl)Cl (methylene chloride). Reaction conditions: time 1 hour. Product: C(C)(=O)OC1=CC=C(CC2C(N(C(S2)=O)C(C2=CC=CC=C2)(C2=CC=CC=C2)C2=CC=CC=C2)=O)C=C1 (5-(4-Acetoxybenzyl)-3-triphenylmethylthiazolidine-2,4-dione). Reaction SMILES: CN(C)C.[C:5]([O:8][C:9]1[CH:22]=[CH:21][C:12]([CH2:13][CH:14]2[S:18][C:17](=[O:19])[NH:16][C:15]2=[O:20])=[CH:11][CH:10]=1)(=[O:7])[CH3:6].[C:23]1([C:29](Cl)([C:36]2[CH:41]=[CH:40][CH:39]=[CH:38][CH:37]=2)[C:30]2[CH:35]=[CH:34][CH:33]=[CH:32][CH:31]=2)[CH:28]=[CH:27][CH:26]=[CH:25][CH:24]=1.O>C(Cl)Cl.C(OCC)(=O)C>[C:5]([O:8][C:9]1[CH:22]=[CH:21][C:12]([CH2:13][CH:14]2[S:18][C:17](=[O:19])[N:16]([C:29]([C:23]3[CH:28]=[CH:27][CH:26]=[CH:25][CH:24]=3)([C:36]3[CH:37]=[CH:38][CH:39]=[CH:40][CH:41]=3)[C:30]3[CH:31]=[CH:32][CH:33]=[CH:34][CH:35]=3)[C:15]2=[O:20])=[CH:11][CH:10]=1)(=[O:7])[CH3:6]. Procedure details: 3.43 g of trimethylamine were added to a solution of 9.0 g of 5-(4-acetoxybenzyl)thiazolidine-2,4-dione [prepared as described in step (b) above] in 70 ml of methylene chloride, and a solution of 9.45 g of triphenylmethyl chloride in 30 ml of methylene chloride was added dropwise to the resulting mixture. The mixture was then stirred at room temperature for 1 hour, after which it was allowed to stand overnight at the same temperature. At the end of this time, the reaction mixture was mixed with ... The reactants are N1=C(C=CC=C1)COC1=CC=C(C=C1)C=1OC=C(N1)CCO (2-{2-[4-(Pyridin-2-ylmethoxy)-phenyl]-oxazol-4-yl}-ethanol), N1=C(C=CC=C1)COC1=CC=C(C=C1)C=1OC=C(N1)CCO (2-{2-[4-(Pyridin-2-ylmethoxy)-phenyl]-oxazol-4-yl}-ethanol), Cl.C[C@H]1NCCC1 ((R)-2-methylpyrrolidine hydrochloride). The product is C[C@H]1N(CCC1)CCC=1N=C(OC1)C1=CC=C(OCC2=NC=CC=C2)C=C1 (2-(4-{4-[2-(2-(R)-Methyl-pyrrolidin-1-yl)-ethyl]-oxazol-2-yl}-phenoxymethyl) -pyridine). As a reaction SMILES: [N:1]1[CH:6]=[CH:5][CH:4]=[CH:3][C:2]=1[CH2:7][O:8][C:9]1[CH:14]=[CH:13][C:12]([C:15]2[O:16][CH:17]=[C:18]([CH2:20][CH2:21]O)[N:19]=2)=[CH:11][CH:10]=1.Cl.[CH3:24][C@@H:25]1[CH2:29][CH2:28][CH2:27][NH:26]1>>[CH3:24][C@@H:25]1[CH2:29][CH2:28][CH2:27][N:26]1[CH2:21][CH2:20][C:18]1[N:19]=[C:15]([C:12]2[CH:11]=[CH:10][C:9]([O:8][CH2:7][C:2]3[CH:3]=[CH:4][CH:5]=[CH:6][N:1]=3)=[CH:14][CH:13]=2)[O:16][CH:17]=1 |f:1.2|. Procedure details: The title compound is prepared in a manner substantially similar to Example 53 from 2-{2-[4-(Pyridin-2-ylmethoxy)-phenyl]-oxazol-4-yl}-ethanol (See Intermediate 66) and (R)-2-methylpyrrolidine hydrochloride [CAS 41720-98-3]. MS (m/e): 364.2 (M+1) The reactants are CC1=C(C=C(N)C=C1)N1C=CN2N=C(C=C21)C=2C=NC=CC2 (4-Methyl-3-[6-(pyridin-3-yl)-1H-imidazo[1,2-b]pyrazol-1-yl]aniline), CC=1N(C=CN1)C=1C=C(C(=O)O)C=C(C1)C(F)(F)F (3-(2-methyl-1H-imidazol-1-yl)-5-(trifluoromethyl)benzoic acid). Yields the product CC=1N(C=CN1)C=1C=C(C(=O)NC2=CC(=C(C=C2)C)N2C=CN3N=C(C=C32)C=3C=NC=CC3)C=C(C1)C(F)(F)F (3-(2-Methyl-1H-imidazol-1-yl)-N-{4-methyl-3-[6-(pyridin-3-yl)-1H-imidazo[1,2-b]pyrazol-1-yl]-phenyl}-5-(trifluoromethyl)benzamide). Reaction SMILES: [CH3:1][C:2]1[CH:8]=[CH:7][C:5]([NH2:6])=[CH:4][C:3]=1[N:9]1[C:16]2[N:12]([N:13]=[C:14]([C:17]3[CH:18]=[N:19][CH:20]=[CH:21][CH:22]=3)[CH:15]=2)[CH:11]=[CH:10]1.[CH3:23][C:24]1[N:25]([C:29]2[CH:30]=[C:31]([CH:35]=[C:36]([C:38]([F:41])([F:40])[F:39])[CH:37]=2)[C:32](O)=[O:33])[CH:26]=[CH:27][N:28]=1>>[CH3:23][C:24]1[N:25]([C:29]2[CH:30]=[C:31]([CH:35]=[C:36]([C:38]([F:41])([F:39])[F:40])[CH:37]=2)[C:32]([NH:6][C:5]2[CH:7]=[CH:8][C:2]([CH3:1])=[C:3]([N:9]3[C:16]4[N:12]([N:13]=[C:14]([C:17]5[CH:18]=[N:19][CH:20]=[CH:21][CH:22]=5)[CH:15]=4)[CH:11]=[CH:10]3)[CH:4]=2)=[O:33])[CH:26]=[CH:27][N:28]=1. Reported procedure: 35 mg (0.12 mmol) of the compound of Example 6A and 33 mg (0.12 mmol) of 3-(2-methyl-1H-imidazol-1-yl)-5-(trifluoromethyl)benzoic acid [lit.: WO 2004/005281 A1, Example 91b] were reacted and worked up analogously to the procedure of Example 16. This gave 53 mg (81% of theory) of the title compound. Reactants: [Cl-].[Cl-].CN(C)C=C(C=[N+](C)C)C=[N+](C)C (2-dimethylaminomethylene-1,3-bis(dimethyliminio)propane dichloride), NC=1C=C(C=CC1)NC(C)=O (N-(3-aminophenyl)acetamide), C(C)(=O)O (acetic acid). Run at temperature 140 celsius, time 1 hour. Yields the product C(=O)C=1C=NC2=CC(=CC=C2C1)NC(C)=O (N-(3-formylquinolin-7-yl)acetamide). The yield is 86.9%. As a reaction SMILES: [Cl-].[Cl-].CN([CH:6]=[C:7]([CH:12]=[N+](C)C)[CH:8]=[N+](C)C)C.[NH2:16][C:17]1[CH:18]=[C:19]([NH:23][C:24](=[O:26])[CH3:25])[CH:20]=[CH:21][CH:22]=1.C(O)(=[O:29])C>>[CH:12]([C:7]1[CH:6]=[N:16][C:17]2[C:22]([CH:8]=1)=[CH:21][CH:20]=[C:19]([NH:23][C:24](=[O:26])[CH3:25])[CH:18]=2)=[O:29] |f:0.1.2|. Procedure: To a 6 w/w % acetic acid solution of 2-dimethylaminomethylene-1,3-bis(dimethyliminio)propane dichloride (3.2 mL, 0.75 mmol) was added N-(3-aminophenyl)acetamide (75 mg, 0.5 mmol). The mixture was refluxed at an external bath temperature of 140° C. for 2.5 hours, and the reaction mixture was cooled to room temperature and concentrated under reduced pressure. Water (3.2 mL) was added to the concentrated residue and the resulting mixture was stirred at room temperature for 1 hour. Precipitated crys... The reactants are C(C)OC(=O)CC1=CC=CC2=C1CCCCC2 (1-ethoxycarbonylmethylbenzocycloheptane), C1(CC=CC2=C1CCCCC2)=O (benzocycloheptan-1-one). Yields the product C1(=CC=CC2=C1CCCCC2)CC(=O)O ((Benzocycloheptan-1-yl)-acetic acid). RXN SMILES: C([O:3][C:4]([CH2:6][C:7]1[C:12]2[CH2:13][CH2:14][CH2:15][CH2:16][CH2:17][C:11]=2[CH:10]=[CH:9][CH:8]=1)=[O:5])C.C1(=O)C2CCCCCC=2C=CC1>>[C:7]1([CH2:6][C:4]([OH:5])=[O:3])[C:12]2[CH2:13][CH2:14][CH2:15][CH2:16][CH2:17][C:11]=2[CH:10]=[CH:9][CH:8]=1. Reported procedure: (Benzocycloheptan-1-yl)-acetic acid was prepared from 1-ethoxycarbonylmethylbenzocycloheptane, which was itself prepared from benzocycloheptan-1-one. Starting materials: [C-]#[C-].[Li+].[Li+] (lithium acetylide), COCCl (methoxymethyl chloride), BrCC=1C(=NOC1)OC (bromomethyl-3-methoxyisoxazole), C1(=CC=CC=C1)C(OC1=NSN=C1CI)C1=CC=CC=C1 (3-diphenylmethoxy-4-iodomethyl-1,2,5-thiadiazole), C(=O)=O (carbon dioxide), tetrazole disulfide, [C-]#[C-].[Li+].[Li+] (lithium acetylide), C(=O)=O (CO2). Run in O1CCCC1 (tetrahydrofuran). The product is C(C#C)(=O)O (propargylic acid), [C-]#[C-].[Li+].[Li+] (lithium acetylide). Reaction SMILES: [C-]#[C-].[Li+:3].[Li+].C[O:6]CCl.BrC[C:11]1[C:12]([O:16]C)=NO[CH:15]=1.[C:18]1(C(C2C=CC=CC=2)OC2C(CI)=NSN=2)C=CC=C[CH:19]=1.C(=O)=O>O1CCCC1>[C:12]([OH:16])(=[O:6])[C:11]#[CH:15].[C-:18]#[C-:19].[Li+:3].[Li+:3] |f:0.1.2,9.10.11|. Procedure details: Dibromoolefin intermediate XIX is then converted to ethynyl intermediate XX. Treatment of the dibromoolefin intermediate with about two equivalents of n-butyllithium produces the lithium acetylide XX, wherein R13 is Li. This transformation is typically carried out in a polar organic solvent, such as tetrahydrofuran, at a temperature of about -78° C. to about 25° C. The lithium acetylide is reacted with electrophiles, such as methoxymethyl chloride, bromomethyl-3-methoxyisoxazole, 3-diphenylmetho... The reactants are [H-].[Na+] (NaH), CN(C)C=O (DMF), CC1=NNC2=C1N(C(N(C2=O)C)=O)C (3,4,6-Trimethyl-1H-pyrazolo[4,3-d]pyrimidine-5,7(4H,6H)-dione), BrCC(=O)NC=1SC=C(N1)C1=CC(=C(C(=C1)F)OCC(C)(C)C)F (2-bromo-N-{4-[3,5-difluoro-4-(2,2-dimethylpropoxy)phenyl]-1,3-thiazol-2-yl}acetamide). The product is FC=1C=C(C=C(C1OCC(C)(C)C)F)C=1N=C(SC1)NC(CN1C=C(C=2N(C(N(C(C21)=O)C)=O)C)C)=O (N-{4-[3,5-Difluoro-4-(2,2-dimethylpropoxy)phenyl]-1,3-thiazol-2-yl}-2-(1,3,7-trimethyl-2,4-dioxo-1,2,3,4-tetrahydro-5H-pyrrolo[3,2-d]pyrimidin-5-yl)acetamide), product. Reaction SMILES: [CH3:1][C:2]1[C:6]2[N:7]([CH3:14])[C:8](=[O:13])[N:9]([CH3:12])[C:10](=[O:11])[C:5]=2[NH:4]N=1.Br[CH2:16][C:17]([NH:19][C:20]1[S:21][CH:22]=[C:23]([C:25]2[CH:30]=[C:29]([F:31])[C:28]([O:32][CH2:33][C:34]([CH3:37])([CH3:36])[CH3:35])=[C:27]([F:38])[CH:26]=2)[N:24]=1)=[O:18].[H-].[Na+].[CH3:41]N(C=O)C>>[F:38][C:27]1[CH:26]=[C:25]([C:23]2[N:24]=[C:20]([NH:19][C:17](=[O:18])[CH2:16][N:4]3[C:5]4[C:10](=[O:11])[N:9]([CH3:12])[C:8](=[O:13])[N:7]([CH3:14])[C:6]=4[C:2]([CH3:41])=[CH:1]3)[S:21][CH:22]=2)[CH:30]=[C:29]([F:31])[C:28]=1[O:32][CH2:33][C:34]([CH3:37])([CH3:36])[CH3:35] |f:2.3|. Procedure: The title compound was prepared according to the general procedure (Method A) by coupling Intermediate 3 (50 mg, 0.258 mmol) with 2-bromo-N-{4-[3,5-difluoro-4-(2,2-dimethylpropoxy)phenyl]-1,3-thiazol-2-yl}acetamide (130 mg, 0.310 mmol) in the presence of NaH (15 mg, 0.375 mmol) in dry DMF (5.0 mL) to give 75 mg of the product as a white solid; 1H-NMR (δ ppm, DMSO-d6, 300 MHz) 1.01 (s, 9H), 2.29 (s, 3H), 3.16 (s, 3H), 3.59 (s, 3H), 3.80 (s, 2H), 5.25 (s, 2H), 7.12 (s, 1H), 7.63 (d, J=9.6 Hz, 2H),... Reactants: C(C)(=O)OC=1C(=C(C(=O)OCC(Cl)(Cl)Cl)C(=C(C1)OC(C)=O)C)CBr (2,2,2-Trichloroethyl 3,5-diacetoxy-2-bromomethyl-6-methylbenzoate), OC[C@@H](C(NCCS)=O)NC(OC(C)(C)C)=O (t-butyl [(S)-2-hydroxy-1-[(2-mercaptoethyl)carbamoyl]ethyl]carbamate), C(C)(=O)OC=1C(=C(C(=O)OCC(Cl)(Cl)Cl)C(=C(C1)OC(C)=O)CS[C@H](C)NC([C@H](CO)NC(=O)OC(C)(C)C)=O)C (2,2,2-trichloroethyl 3,5-diacetoxy-6-[[((R)-2-[(S)-2-(t-butoxyformamido)-3-hydroxypropionamido]-2-ethyl]thio]methyl]-2-methylbenzoate). Product: C(C)(=O)OC=1C(=C(C(=O)O)C(=C(C1)OC(C)=O)CSC(C)NC([C@H](CO)NC(=O)OC(C)(C)C)=O)C (3,5-diacetoxy-6-[[[2-[(S)-2-(1-t-butoxyformamido)-3-hydroxypropionamido]-2-ethyl]thio]methyl]-2-methylbenzoic acid). RXN SMILES: C(OC1C(CBr)=C(C(C)=C(OC(=O)C)C=1)C(OCC(Cl)(Cl)Cl)=O)(=O)C.OC[C@H](NC(=O)OC(C)(C)C)C(=O)NCCS.[C:43]([O:46][C:47]1[C:48]([CH3:83])=[C:49]([C:58]([CH2:65][S:66][C@@H:67]([NH:69][C:70](=[O:82])[C@@H:71]([NH:74][C:75]([O:77][C:78]([CH3:81])([CH3:80])[CH3:79])=[O:76])[CH2:72][OH:73])[CH3:68])=[C:59]([O:61][C:62](=[O:64])[CH3:63])[CH:60]=1)[C:50]([O:52]CC(Cl)(Cl)Cl)=[O:51])(=[O:45])[CH3:44]>>[C:43]([O:46][C:47]1[C:48]([CH3:83])=[C:49]([C:58]([CH2:65][S:66][CH:67]([NH:69][C:70](=[O:82])[C@@H:71]([NH:74][C:75]([O:77][C:78]([CH3:81])([CH3:80])[CH3:79])=[O:76])[CH2:72][OH:73])[CH3:68])=[C:59]([O:61][C:62](=[O:64])[CH3:63])[CH:60]=1)[C:50]([OH:52])=[O:51])(=[O:45])[CH3:44]. Procedure details: 2,2,2-Trichloroethyl 3,5-diacetoxy-2-bromomethyl-6-methylbenzoate was reacted with t-butyl [(S)-2-hydroxy-1-[(2-mercaptoethyl)carbamoyl]ethyl]carbamate in a manner analogous to the procedure given in Example 1(f), and the resulting 2,2,2-trichloroethyl 3,5-diacetoxy-6-[[((R)-2-[(S)-2-(t-butoxyformamido)-3-hydroxypropionamido]-2-ethyl]thio]methyl]-2-methylbenzoate product was subjected in analogous manner to the procedure described in Example 1(g) to give 3,5-diacetoxy-6-[[[2-[(S)-2-(1-t-butoxyfo... Reactants: C(C1=CC=CC=C1)OC=1C(=CC(=C(C#N)C1)[N+](=O)[O-])OC (5-benzyloxy-4-methoxy-2-nitro-benzonitrile), O.S(=O)([O-])S(=O)[O-].[Na+].[Na+] (sodium dithionite hydrate), [OH-].[Na+] (sodium hydroxide), O.S(=O)([O-])S(=O)[O-].[Na+].[Na+] (sodium dithionite hydrate). The reagents and catalysts are [Cl-].C(CCC)[N+](CCCC)(CCCC)CCCC (tetra-n-butylammonium chloride). The solvent is O (H2O), ClCCl (dichloromethane). Run at time 2 hour. Product: NC1=C(C#N)C=C(C(=C1)OC)OCC1=CC=CC=C1 (2-Amino-5-benzyloxy-4-methoxybenzonitrile), solid. Isolated yield 85.0%. Reaction SMILES: [CH2:1]([O:8][C:9]1[C:10]([O:20][CH3:21])=[CH:11][C:12]([N+:17]([O-])=O)=[C:13]([CH:16]=1)[C:14]#[N:15])[C:2]1[CH:7]=[CH:6][CH:5]=[CH:4][CH:3]=1.O.S(S([O-])=O)([O-])=O.[Na+].[Na+].[OH-].[Na+]>ClCCl.[Cl-].C([N+](CCCC)(CCCC)CCCC)CCC.O>[NH2:17][C:12]1[CH:11]=[C:10]([O:20][CH3:21])[C:9]([O:8][CH2:1][C:2]2[CH:7]=[CH:6][CH:5]=[CH:4][CH:3]=2)=[CH:16][C:13]=1[C:14]#[N:15] |f:1.2.3.4,5.6,8.9|. Procedure: To a solution of 5-benzyloxy-4-methoxy-2-nitro-benzonitrile (35.0 g, 0.12 mol) in dichloromethane (500 ml) was added tetra-n-butylammonium chloride (20.3 g, 0.074 mol) followed by a solution of sodium dithionite hydrate (118.0 g, 0.61 mol) in H2O (400 ml) and the mixture was stirred vigorously for 2 hours at room temperature. A further quantity of sodium dithionite hydrate (47.2 g) was then added and stirring continued for 1 hour. The reaction mixture was then basified with 2N aqueous sodium hyd...